describe an organic reaction: reactants, conditions, products, and yield From a dataset of the Open Reaction Database (ORD), a public repository of structured organic reaction records. Reactants: CC1=C(C=CC=C1B1OC(C(O1)(C)C)(C)C)N (2-methyl-3-(4,4,5,5-tetramethyl-[1,3,2]dioxaborolan-2-yl)-phenylamine), ClC=1N=C(C2=C(N1)C=CS2)N2CCOCC2 (2-chloro-4-morpholin-4-yl-thieno[3,2-d]pyrimidine). Yields the product CC1=C(C=CC=C1C=1N=C(C2=C(N1)C=CS2)N2CCOCC2)N (2-methyl-3-(4-morpholin-4-yl-thieno[3,2-d]pyrimidin-2-yl)-phenylamine). As a reaction SMILES: [CH3:1][C:2]1[C:7](B2OC(C)(C)C(C)(C)O2)=[CH:6][CH:5]=[CH:4][C:3]=1[NH2:17].Cl[C:19]1[N:20]=[C:21]([N:28]2[CH2:33][CH2:32][O:31][CH2:30][CH2:29]2)[C:22]2[S:27][CH:26]=[CH:25][C:23]=2[N:24]=1>>[CH3:1][C:2]1[C:7]([C:19]2[N:20]=[C:21]([N:28]3[CH2:33][CH2:32][O:31][CH2:30][CH2:29]3)[C:22]3[S:27][CH:26]=[CH:25][C:23]=3[N:24]=2)=[CH:6][CH:5]=[CH:4][C:3]=1[NH2:17]. Procedure details: Reaction of 2-methyl-3-(4,4,5,5-tetramethyl-[1,3,2]dioxaborolan-2-yl)-phenylamine with 2-chloro-4-morpholin-4-yl-thieno[3,2-d]pyrimidine under Suzuki conditions yielded 2-methyl-3-(4-morpholin-4-yl-thieno[3,2-d]pyrimidin-2-yl)-phenylamine. To a solution of 2-methyl-3-(4-morpholin-4-yl-thieno[3,2-d]pyrimidin-2-yl)-phenylamine (80 mg) in chloroform (8 mL) and acetic acid (4 mL) was added isoamyl nitrite (36 μL). The reaction mixture was stirred for 1 day at room temperature. The mixture was then q... Starting materials: CN1N(C(C(=C1C)C=O)=O)C1=CC=CC=C1 (1,5-dimethyl-3-oxo-2-phenyl-2,3-dihydro-1H-pyrazole-4-carbaldehyde), aqueous solution, Cl(=O)[O-].[Na+] (sodium chlorite), [OH-].[Na+] (sodium hydroxide), S(N)(O)(=O)=O (sulfamic acid). The solvent is O (water), O1CCCC1 (tetrahydrofuran), O (water). Reaction conditions: time 5 hour. Product: CN1N(C(C(=C1C)C(=O)O)=O)C1=CC=CC=C1 (1,5-dimethyl-3-oxo-2-phenyl-2,3-dihydro-1H-pyrazole-4-carboxylic acid). As a reaction SMILES: [CH3:1][N:2]1[C:6]([CH3:7])=[C:5]([CH:8]=[O:9])[C:4](=[O:10])[N:3]1[C:11]1[CH:16]=[CH:15][CH:14]=[CH:13][CH:12]=1.S(=O)(=O)([OH:19])N.Cl([O-])=O.[Na+].[OH-].[Na+]>O1CCCC1.O>[CH3:1][N:2]1[C:6]([CH3:7])=[C:5]([C:8]([OH:19])=[O:9])[C:4](=[O:10])[N:3]1[C:11]1[CH:16]=[CH:15][CH:14]=[CH:13][CH:12]=1 |f:2.3,4.5|. Procedure: To a stirred solution of the commercially available 1,5-dimethyl-3-oxo-2-phenyl-2,3-dihydro-1H-pyrazole-4-carbaldehyde (CAS No. 950-81-2) (51.6 g) in tetrahydrofuran (THF) (1 L) at 0° C. was added a solution of sulfamic acid (48.5 g) in water (640 mL). A solution of sodium chlorite (43.7 g) in water (500 mL) was added slowly maintaining the temperature below 8° C. The reaction mixture was allowed to warm to room temperature. After 5 hours, the pH of the reaction was adjusted to 8 with a 6 N aque... The reactants are CCOC(=O)C(OCc1ccccc1)C(C)(C)COS(=O)(=O)CCCNC(C)=O, CCO, [Pd]. The product is CCOC(=O)C(O)C(C)(C)COS(=O)(=O)CCCNC(C)=O. As a reaction SMILES: [C:1]([CH3:2])(=[O:3])[NH:4][CH2:5][CH2:6][CH2:7][S:8](=[O:9])(=[O:10])[O:11][CH2:12][C:13]([CH:14]([C:15](=[O:16])[O:17][CH2:18][CH3:19])[O:20][CH2:21][c:22]1[cH:23][cH:24][cH:25][cH:26][cH:27]1)([CH3:28])[CH3:29].[CH3:30][CH2:31][OH:32].[Pd:33]>>[C:1]([CH3:2])(=[O:3])[NH:4][CH2:5][CH2:6][CH2:7][S:8](=[O:9])(=[O:10])[O:11][CH2:12][C:13]([CH:14]([C:15](=[O:16])[O:17][CH2:18][CH3:19])[OH:20])([CH3:28])[CH3:29]. The reactants are Example 26, FCCCO (3-fluoro-1-propanol), [H-].[Na+] (sodium hydride), ClC=1N=NC(=CC1)Cl (3,6-dichloropyridazine). Yields the product FCCCOC=1N=NC(=CC1)Cl (3-(3-fluoropropoxy)-6-chloropyridazine). The yield is 87.0%. As a reaction SMILES: [H-].[Na+].[Cl:3][C:4]1[N:5]=[N:6][C:7](Cl)=[CH:8][CH:9]=1.[F:11][CH2:12][CH2:13][CH2:14][OH:15]>>[F:11][CH2:12][CH2:13][CH2:14][O:15][C:7]1[N:6]=[N:5][C:4]([Cl:3])=[CH:9][CH:8]=1 |f:0.1|. Procedure: 3-(3-Fluoropropoxy)-6-chloropyridazine (108c, 557 mg, 87%) was prepared in the same manner as in Example 26 as a white solid using sodium hydride (NaH 60%, 202 mg, 5.04 mmol), 3,6-dichloropyridazine (107, 500 mg, 3.36 mmol) and 3-fluoro-1-propanol (393 mg, 5.04 mmol). The reactants are COC(=O)COc1cc2ccccc2c2c1c(C(=O)C(N)=O)c(C)n2CC1CCCCC1, CO, Cl, [Li+], [OH-], O. Yields the product Cc1c(C(=O)C(N)=O)c2c(OCC(=O)O)cc3ccccc3c2n1CC1CCCCC1. Reaction SMILES: [CH3:1][O:2][C:3]([CH2:4][O:5][c:6]1[c:7]2[c:8]([C:27]([C:28](=[O:29])[NH2:30])=[O:31])[c:9]([CH3:26])[n:10]([CH2:19][CH:20]3[CH2:21][CH2:22][CH2:23][CH2:24][CH2:25]3)[c:11]2[c:12]2[c:13]([cH:14]1)[cH:15][cH:16][cH:17][cH:18]2)=[O:32].[CH3:33][OH:34].[ClH:37].[Li+:35].[OH-:36].[OH2:38]>>[O:2]=[C:3]([CH2:4][O:5][c:6]1[c:7]2[c:8]([C:27]([C:28](=[O:29])[NH2:30])=[O:31])[c:9]([CH3:26])[n:10]([CH2:19][CH:20]3[CH2:21][CH2:22][CH2:23][CH2:24][CH2:25]3)[c:11]2[c:12]2[c:13]([cH:14]1)[cH:15][cH:16][cH:17][cH:18]2)[OH:32]. Starting materials: O (H2O), N1=CC=C(C=C1)C(=O)Cl (Pyridine-4-carbonyl chloride), C(C)(=O)C=1C(=C(C(=O)OC)C=CC1)O (methyl 3-acetyl-2-hydroxybenzoate), CCN(C(C)C)C(C)C (DIEA). Run in CC#N (CH3CN). Conditions: time 12 hour. The product is C(C1=CC=NC=C1)(=O)OC1=C(C=CC=C1C(=O)OC)C(C)=O (2-acetyl-6-(methoxycarbonyl)phenyl isonicotinate). The yield is 79.4%. As a reaction SMILES: [N:1]1[CH:6]=[CH:5][C:4]([C:7](Cl)=[O:8])=[CH:3][CH:2]=1.[C:10]([C:13]1[C:14]([OH:23])=[C:15]([CH:20]=[CH:21][CH:22]=1)[C:16]([O:18][CH3:19])=[O:17])(=[O:12])[CH3:11].CCN(C(C)C)C(C)C.O>CC#N>[C:7]([O:23][C:14]1[C:15]([C:16]([O:18][CH3:19])=[O:17])=[CH:20][CH:21]=[CH:22][C:13]=1[C:10](=[O:12])[CH3:11])(=[O:8])[C:4]1[CH:5]=[CH:6][N:1]=[CH:2][CH:3]=1. Procedure: Pyridine-4-carbonyl chloride 42 (705 mg, 5 mmol) was added to a solution of methyl 3-acetyl-2-hydroxybenzoate 38 (650 mg, 3.6 mmol) and DIEA (932 mg, 7.2 mmol) in CH3CN (10 mL). The reaction mixture was stirred at room temperature for 12 h, poured into H2O (20 mL) and extracted with CH2Cl2. The combined organic extracts were dried (MgSO4) and concentrated. The residue was purified by prep HPLC to give the product as a yellow solid (855 mg, 83% yield). Starting materials: aqueous solution, [OH-].[Na+] (sodium hydroxide), BrCCCCl (1-bromo-3-chloropropane), aqueous solution, [OH-].[Na+] (sodium hydroxide), Cl.Cl.N1=CC=C(C=C1)CSC(N)=N (2-(pyrid-4-yl-methyl)-isothiourea dihydrochloride). The solvent is O (water). Run at temperature 83 celsius, time 15 hour. The product is ClCCCSCC1=CC=NC=C1 (Pyrid-4-yl-methyl 3-chloropropyl sulphide). The yield is 82.8%. As a reaction SMILES: [OH-].[Na+].Cl.Cl.[N:5]1[CH:10]=[CH:9][C:8]([CH2:11][S:12][C:13](=N)N)=[CH:7][CH:6]=1.BrC[CH2:18][CH2:19][Cl:20]>O>[Cl:20][CH2:19][CH2:18][CH2:13][S:12][CH2:11][C:8]1[CH:9]=[CH:10][N:5]=[CH:6][CH:7]=1 |f:0.1,2.3.4|. Procedure details: A 10 N aqueous solution of sodium hydroxide (97 cc) is added dropwise, in the course of 15 minutes and whilst keeping the temperature below 14° C., to a solution of 2-(pyrid-4-yl-methyl)-isothiourea dihydrochloride (116.5 g) in distilled water (240 cc). After heating for 20 minutes at 83° C. and then cooling to 12° C., a 10 N aqueous solution of sodium hydroxide (60 cc) and then 1-bromo-3-chloropropane (81.5 g) are added, whilst stirring, and stirring is continued for 15 hours at a temperature o...